This data is from the Open Reaction Database (ORD), a public repository of structured organic reaction records. The task is: describe an organic reaction: reactants, conditions, products, and yield Starting materials: C1=C(C=CC=2OC3=C(C21)C=CC=C3)C=O (dibenzo[b,d]furan-2-carbaldehyde), [BH4-].[Na+] (NaBH4). Run in C1CCOC1 (THF). Run at time 2 hour. Yields the product C1=C(C=CC=2OC3=C(C21)C=CC=C3)CO (dibenzo[b,d]furan-2-ylmethanol). As a reaction SMILES: [CH:1]1[C:9]2[C:8]3[CH:10]=[CH:11][CH:12]=[CH:13][C:7]=3[O:6][C:5]=2[CH:4]=[CH:3][C:2]=1[CH:14]=[O:15].[BH4-].[Na+]>C1COCC1>[CH:1]1[C:9]2[C:8]3[CH:10]=[CH:11][CH:12]=[CH:13][C:7]=3[O:6][C:5]=2[CH:4]=[CH:3][C:2]=1[CH2:14][OH:15] |f:1.2|. Procedure details: To a solution of dibenzo[b,d]furan-2-carbaldehyde (191 mg, 973 μmol) in THF (10 mL) in a 50 mL round-bottomed flask equipped with a magnetic stirrer was added NaBH4 (37 mg, 0.978 mmol) and the mixture was stirred for 2 h at RT and quenched by adding 10 mL of a 1 N aq. HCl solution. The reaction mixture was stirred at RT for 20 min and extracted with CH2Cl2 (2×50 mL). The organic phase was washed with water (10 mL), brine (10 mL), dried over Na2SO4, filtered and concentrated at 40° C. under vacuu... Starting materials: C(C)(C)(C)NS(=O)(=O)C1=CC(=CC=C1)C=1N=CN(C1)C1=NC(=CC(=C1)C)C1=CC=C(C=C1)Cl (N-tert-butyl-3-{1-[6-(4-chloro-phenyl)-4-methyl-pyridin-2-yl]-1H-imidazol-4-yl}-benzenesulfonamide), C(=O)(C(F)(F)F)O (TFA). Conditions: temperature 23 celsius, time 16 hour. Product: ClC1=CC=C(C=C1)C1=CC(=CC(=N1)N1CNC(=C1)C=1C=C(C=CC1)S(=O)(=O)N)C (3-{1-[6-(4-Chloro-phenyl)-4-methyl-pyridin-2-yl]-2H-imidazol-4-yl}-benzenesulfonamide). The yield is 101.0%. RXN SMILES: C([NH:5][S:6]([C:9]1[CH:14]=[CH:13][CH:12]=[C:11]([C:15]2[N:16]=[CH:17][N:18]([C:20]3[CH:25]=[C:24]([CH3:26])[CH:23]=[C:22]([C:27]4[CH:32]=[CH:31][C:30]([Cl:33])=[CH:29][CH:28]=4)[N:21]=3)[CH:19]=2)[CH:10]=1)(=[O:8])=[O:7])(C)(C)C.C(O)(C(F)(F)F)=O>>[Cl:33][C:30]1[CH:31]=[CH:32][C:27]([C:22]2[N:21]=[C:20]([N:18]3[CH:19]=[C:15]([C:11]4[CH:10]=[C:9]([S:6]([NH2:5])(=[O:7])=[O:8])[CH:14]=[CH:13][CH:12]=4)[NH:16][CH2:17]3)[CH:25]=[C:24]([CH3:26])[CH:23]=2)=[CH:28][CH:29]=1. Procedure: To N-tert-butyl-3-{1-[6-(4-chloro-phenyl)-4-methyl-pyridin-2-yl]-1H-imidazol-4-yl}-benzenesulfonamide (example 298) (0.028 g, 0.058 mmol) was added TFA (2 mL) and the reaction mixture was stirred at 23° C. for 16 h. The mixture was evaporated to dryness and partitioned between EtOAc and saturated NaHCO3 solution, the organic layer was dried over Na2SO4. Removal of the solvent in vacuum left a crude product which was triturated with diethyl ether to give the title compound as an off-white solid (... The reactants are C(C(C)C)NCCCOC=1C=C(C=C(C1)CNCCCNCCCN)CNCCCNCCCN (N1,N1′-((5-(3-(iso-Butylamino)propoxy)-1,3-phenylene)bis(methylene))-bis(N3-(3-aminopropyl)propane-1,3-diamine)), Cl (HCl). Run at time 1 hour. The product is [Cl-].C(C(C)C)[NH2+]CCCOC=1C=C(C=C(C1)C[NH2+]CCC[NH2+]CCC[NH3+])C[NH2+]CCC[NH2+]CCC[NH3+].[Cl-].[Cl-].[Cl-].[Cl-].[Cl-].[Cl-] (N1,N1′-((5-(3-(iso-Butylammonio)propoxy)-1,3-phenylene)bis(methylene))-bis(N3-(3-ammoniopropyl)propane-1,3-diaminium) chloride). Isolated yield 43.0%. RXN SMILES: [CH2:1]([NH:5][CH2:6][CH2:7][CH2:8][O:9][C:10]1[CH:11]=[C:12]([CH2:26][NH:27][CH2:28][CH2:29][CH2:30][NH:31][CH2:32][CH2:33][CH2:34][NH2:35])[CH:13]=[C:14]([CH2:16][NH:17][CH2:18][CH2:19][CH2:20][NH:21][CH2:22][CH2:23][CH2:24][NH2:25])[CH:15]=1)[CH:2]([CH3:4])[CH3:3].[ClH:36]>>[Cl-:36].[CH2:1]([NH2+:5][CH2:6][CH2:7][CH2:8][O:9][C:10]1[CH:15]=[C:14]([CH2:16][NH2+:17][CH2:18][CH2:19][CH2:20][NH2+:21][CH2:22][CH2:23][CH2:24][NH3+:25])[CH:13]=[C:12]([CH2:26][NH2+:27][CH2:28][CH2:29][CH2:30][NH2+:31][CH2:32][CH2:33][CH2:34][NH3+:35])[CH:11]=1)[CH:2]([CH3:3])[CH3:4].[Cl-:36].[Cl-:36].[Cl-:36].[Cl-:36].[Cl-:36].[Cl-:36] |f:2.3.4.5.6.7.8.9|. Procedure: To N1,N1′-((5-(3-(iso-butylamino)propoxy)-1,3-phenylene)bis(methylene))bis(N3-(3-aminopropyl)propane-1,3-diamine) from step 6 was added methanolic HCl (50 mL, 1.0M). The reaction mixture was stirred for 1 h, the reaction mixture was concentrated under reduced pressure and the solid collected by vacuum filtration. The solid was washed with Et2O (10 mL) and hot MeOH (10 mL) to afford the desired product (0.14 g, 43%) as a white solid. 1H NMR (500 MHz, D2O) 6 ppm 7.21 (s, 1H), 7.19 (s, 2H), 4.30 (s... Reactants: [BH4-], CCO, O=Cc1ccc2c(c1)C=C(C(=O)O)C(C(F)(F)F)O2, [Na+]. Yields the product O=C(O)C1=Cc2cc(CO)ccc2OC1C(F)(F)F. As a reaction SMILES: [BH4-:20].[CH3:22][CH2:23][OH:24].[CH:1](=[O:2])[c:3]1[cH:4][cH:5][c:6]2[c:7]([cH:19]1)[CH:8]=[C:9]([C:16](=[O:17])[OH:18])[CH:10]([C:12]([F:13])([F:14])[F:15])[O:11]2.[Na+:21]>>[CH2:1]([OH:2])[c:3]1[cH:4][cH:5][c:6]2[c:7]([cH:19]1)[CH:8]=[C:9]([C:16](=[O:17])[OH:18])[CH:10]([C:12]([F:13])([F:14])[F:15])[O:11]2. Starting materials: CN(C)C=O, O=C1Cc2cc3onc(CCC4CCN(Cc5ccccc5)CC4)c3cc2N1, c1ccncc1. The product is Cc1noc2cc3c(cc12)NC(=O)C3. As a reaction SMILES: [O:35]=[CH:36][N:37]([CH3:38])[CH3:39].[c:1]1([CH2:2][N:3]2[CH2:4][CH2:5][CH:6]([CH2:7][CH2:15][c:16]3[n:17][o:18][c:19]4[c:20]3[cH:21][c:22]3[c:23]([cH:24]4)[CH2:25][C:26](=[O:28])[NH:27]3)[CH2:8][CH2:9]2)[cH:10][cH:11][cH:12][cH:13][cH:14]1.[cH:29]1[cH:30][cH:31][n:32][cH:33][cH:34]1>>[CH3:15][c:16]1[n:17][o:18][c:19]2[c:20]1[cH:21][c:22]1[c:23]([cH:24]2)[CH2:25][C:26](=[O:28])[NH:27]1. Reactants: ClC1=C(C=CC=C1Cl)[N+](=O)[O-] (2,3-dichloronitrobenzene), C(C)(C)(C)N (tert-butylamine). Run in C(C)O (ethanol). Conditions: temperature 150 celsius. Yields the product C(C)(C)(C)NC1=C(C=CC=C1[N+](=O)[O-])Cl (tert-Butyl-(2-chloro-6-nitrophenyl)amine). RXN SMILES: Cl[C:2]1[C:7]([Cl:8])=[CH:6][CH:5]=[CH:4][C:3]=1[N+:9]([O-:11])=[O:10].[C:12]([NH2:16])([CH3:15])([CH3:14])[CH3:13]>C(O)C>[C:12]([NH:16][C:2]1[C:3]([N+:9]([O-:11])=[O:10])=[CH:4][CH:5]=[CH:6][C:7]=1[Cl:8])([CH3:15])([CH3:14])[CH3:13]. Procedure details: A mixture of 2,3-dichloronitrobenzene (5 g, 26 mmol), tert-butylamine (7.4 ml, 71 mmol) and ethanol (2.5 ml) was heated at 150° C. in a sealed tube for 3 days. The mixture was evaporated, the residue taken up in EtOAc, washed with water and brine, dried and evaporated to afford a yellow oil; yield 5.3 g, 90%.